Dataset: the Open Reaction Database (ORD), a public repository of structured organic reaction records. Task: describe an organic reaction: reactants, conditions, products, and yield The reactants are FC1=CC=C([C@@H](C)O)C=C1 ((R)-p-Fluoro-α-methylbenzylalcohol), [N-]=[N+]=[N-] (azide), Cl (HCl), C1CCC2=NCCCN2CC1 (DBU). Run in C1(=CC=CC=C1)C (toluene). Run at time 8 hour. The product is FC1=CC=C([C@H](C)N=[N+]=[N-])C=C1 ((S)-p-Fluoro-α-methylbenzylazide). Yield: 90.1%. Reaction SMILES: [F:1][C:2]1[CH:10]=[CH:9][C:5]([C@H:6](O)[CH3:7])=[CH:4][CH:3]=1.[N-:11]=[N+:12]=[N-:13].C1CCN2C(=NCCC2)CC1.Cl>C1(C)C=CC=CC=1>[F:1][C:2]1[CH:10]=[CH:9][C:5]([C@@H:6]([N:11]=[N+:12]=[N-:13])[CH3:7])=[CH:4][CH:3]=1. Procedure details: To a cooled solution (−15° C.) of the product of Step 1 (23.5 g, 0.168 mol) in toluene (300 ml) was added diphenylphosporyl azide (55.4 g, 0.395 mol) followed by DBU (30.4 ml, 0.2 mol). After stirring overnight, the resulting biphasic solution was poured into 500 ml 1 N HCl. The aqueous layer was extracted with toluene and the combined organic layers were washed with water, 1 N HCl and dried over Na2SO4. After removal of solvent, 25 g of crude product was obtained and was carried on to next step... Starting materials: COC(=O)C(=O)Cl, ClCCl, COC(=O)CC1CCC(c2ccc(N)cc2)CC1, c1ccncc1. The product is COC(=O)CC1CCC(c2ccc(NC(=O)C(=O)OC)cc2)CC1. Reaction SMILES: [Cl:1][C:2]([C:3](=[O:4])[O:5][CH3:6])=[O:7].[Cl:32][CH2:33][Cl:34].[NH2:8][c:9]1[cH:10][cH:11][c:12]([CH:15]2[CH2:16][CH2:17][CH:18]([CH2:21][C:22](=[O:23])[O:24][CH3:25])[CH2:19][CH2:20]2)[cH:13][cH:14]1.[cH:26]1[cH:27][cH:28][n:29][cH:30][cH:31]1>>[C:2]([C:3](=[O:4])[O:5][CH3:6])(=[O:7])[NH:8][c:9]1[cH:10][cH:11][c:12]([CH:15]2[CH2:16][CH2:17][CH:18]([CH2:21][C:22](=[O:23])[O:24][CH3:25])[CH2:19][CH2:20]2)[cH:13][cH:14]1. The reactants are [C-]#N.[Na+] (NaCN), C(=O)(O)[O-].[Na+] (NaHCO3), O=C1CCN(CC1)C(=O)OC(C)(C)C (tert-butyl 4-oxopiperidine-1-carboxylate). Solvent: O (water), C(C)OCC (diethyl ether). Yields the product C(#N)C1(CCN(CC1)C(=O)OC(C)(C)C)O (tert-Butyl 4-cyano-4-hydroxypiperidine-1-carboxylate). Yield: 92.8%. As a reaction SMILES: [O:1]=[C:2]1[CH2:7][CH2:6][N:5]([C:8]([O:10][C:11]([CH3:14])([CH3:13])[CH3:12])=[O:9])[CH2:4][CH2:3]1.[C-:15]#[N:16].[Na+].C([O-])(O)=O.[Na+]>C(OCC)C.O>[C:15]([C:2]1([OH:1])[CH2:3][CH2:4][N:5]([C:8]([O:10][C:11]([CH3:14])([CH3:13])[CH3:12])=[O:9])[CH2:6][CH2:7]1)#[N:16] |f:1.2,3.4|. Procedure: To a suspension of tert-butyl 4-oxopiperidine-1-carboxylate (2.0 g, 10 mmol) in diethyl ether (40 mL), a solution of NaCN (0.54 g, 11 mmol) and NaHCO3 (1.7 g, 20 mmol) in water (25 mL) was added slowly with vigorous stirring at room temperature. The mixture was stirred overnight, and extracted with Et2O (30 mL×2). The organic phase was washed with water (50 mL), brine (50 mL) and dried over MgSO4, filtered and evaporated gave 2.1 g of the title compound as clear colorless oil.